This data is from the Open Reaction Database (ORD), a public repository of structured organic reaction records. The task is: describe an organic reaction: reactants, conditions, products, and yield The reactants are COC=1C(C=2C(=C(N(C2C(C1)=O)C)C=CC(=O)OC)C(=O)OC)=O (Methyl 5-methoxy-3-methoxycarbonyl-N-methyl-4,7-dioxo-2-indoleacrylate), [O-]S(=O)S(=O)[O-].[Na+].[Na+] (Na2S2O4). The solvent is C(Cl)(Cl)Cl (chloroform), C(C)O (ethanol). Product: OC1=C2C(=C(N(C2=C(C=C1OC)O)C)C=CC(=O)OC)C(=O)OC (Methyl 4,7-dihydroxy-5-methoxy-3-methoxycarbonyl-N-methyl-2-indoleacrylate). Reaction SMILES: [CH3:1][O:2][C:3]1[C:4](=[O:24])[C:5]2[C:6]([C:20]([O:22][CH3:23])=[O:21])=[C:7]([CH:14]=[CH:15][C:16]([O:18][CH3:19])=[O:17])[N:8]([CH3:13])[C:9]=2[C:10](=[O:12])[CH:11]=1.[O-]S(S([O-])=O)=O.[Na+].[Na+]>C(Cl)(Cl)Cl.C(O)C>[OH:24][C:4]1[C:3]([O:2][CH3:1])=[CH:11][C:10]([OH:12])=[C:9]2[C:5]=1[C:6]([C:20]([O:22][CH3:23])=[O:21])=[C:7]([CH:14]=[CH:15][C:16]([O:18][CH3:19])=[O:17])[N:8]2[CH3:13] |f:1.2.3|. Reported procedure: Methyl 5-methoxy-3-methoxycarbonyl-N-methyl-4,7-dioxo-2-indoleacrylate (18) (6.64 g, 20 mmol) was dissolved in a mixture of chloroform (600 ml) and ethanol (215 ml). The reduction was carried out on stirring with an aqueous solution (260 ml) of Na2S2O4 (42 g) at room temperature for 30 minutes. The reactants are C(#N)C1=CC2=C(OCO2)C=C1 (5-cyano-1,3-benzodioxol), BrC1=CC2=C(OCO2)C=C1CO (5-bromo-6-hydroxymethyl-1,3-benzodioxol), O (water). Run in CCOCC (ether), C(C)(=O)OCC (ethyl acetate), CCOCC (ether), C(CCC)[Li] (butyl lithium). Reaction conditions: temperature 0 celsius, time 1 hour. The product is O1C2CCC1C1=CC=CC=C21 (tetrahydro-1,4-epoxynaphthalene). Yield: 104.3%. Reaction SMILES: Br[C:2]1[C:10]([CH2:11][OH:12])=[CH:9][C:5]2OCO[C:4]=2[CH:3]=1.[C:13]([C:15]1C=CC2OCOC=2[CH:16]=1)#N.O>CCOCC.C([Li])CCC.C(OCC)(=O)C>[O:12]1[CH:11]2[C:10]3[C:2]([CH:13]1[CH2:15][CH2:16]2)=[CH:3][CH:4]=[CH:5][CH:9]=3. Procedure details: To a solution of 5-bromo-6-hydroxymethyl-1,3-benzodioxol (5.0 g) in ether (100 ml), butyl lithium (1.6M solution in hexane, 30 ml) was added dropwise at −78° C. After stirring at 0° C. for 1 hour, the solution was again cooled to −78° C.; a solution of 5-cyano-1,3-benzodioxol (3.52 g) in ether (50 ml) was added dropwise. After stirring at room temperature for 3 hours, water was added, followed by extraction with ethyl acetate. After being washed with brine, the organic layer was dried over magne... Reactants: C(#N)CC(C1CC1)N1N=CC(=C1)C1=NC(=CC=2N1C=CN2)C(=O)OC (methyl 5-(1-(2-cyano-1-cyclopropylethyl)-1H-pyrazol-4-yl)imidazo[1,2-c]pyrimidine-7-carboxylate), CO (MeOH), [Li+].[OH-] (LiOH). Reaction conditions: time 1 hour. The product is C(#N)CC(C1CC1)N1N=CC(=C1)C1=NC(=CC=2N1C=CN2)C(=O)O (5-(1-(2-cyano-1-cyclopropylethyl)-1H-pyrazol-4-yl)imidazo[1,2-c]pyrimidine-7-carboxylic acid). Reaction SMILES: [C:1]([CH2:3][CH:4]([N:8]1[CH:12]=[C:11]([C:13]2[N:18]3[CH:19]=[CH:20][N:21]=[C:17]3[CH:16]=[C:15]([C:22]([O:24]C)=[O:23])[N:14]=2)[CH:10]=[N:9]1)[CH:5]1[CH2:7][CH2:6]1)#[N:2].CO.[Li+].[OH-]>>[C:1]([CH2:3][CH:4]([N:8]1[CH:12]=[C:11]([C:13]2[N:18]3[CH:19]=[CH:20][N:21]=[C:17]3[CH:16]=[C:15]([C:22]([OH:24])=[O:23])[N:14]=2)[CH:10]=[N:9]1)[CH:5]1[CH2:6][CH2:7]1)#[N:2] |f:2.3|. Procedure: In a 20 mL flask, methyl 5-(1-(2-cyano-1-cyclopropylethyl)-1H-pyrazol-4-yl)imidazo[1,2-c]pyrimidine-7-carboxylate (0.127 g, 0.378 mmol) was dissolved in MeOH (1.89 mL, 0.378 mmol) and treated with LiOH (0.755 mL, 0.755 mmol). The reaction mixture was stirred at ambient temperature for 1 hour, then concentrated down to dryness and used directly in the next step. MS (apci) m/z=323.1 (M+H). The reactants are Cl(=O)(=O)(=O)[O-].C1(=CC=CC=C1)[N+]1=NC=C(C=C1Cl)N (1-phenyl-4-amino-6-chloropyridazinium perchlorate), C([O-])(O)=O.[Na+] (sodium bicarbonate), [H][H] (hydrogen). Reagents/catalysts: [Ni] (Raney nickel). The solvent is O (water). Product: Cl(=O)(=O)(=O)[O-].C1(=CC=CC=C1)[N+]1=NC=C(C=C1)N (1-phenyl-4-aminopyridazinium perchlorate). Yield: 86.7%. RXN SMILES: [Cl:1]([O-:5])(=[O:4])(=[O:3])=[O:2].[C:6]1([N+:12]2[C:17](Cl)=[CH:16][C:15]([NH2:19])=[CH:14][N:13]=2)[CH:11]=[CH:10][CH:9]=[CH:8][CH:7]=1.C(=O)(O)[O-].[Na+].[H][H]>[Ni].O>[Cl:1]([O-:5])(=[O:4])(=[O:3])=[O:2].[C:6]1([N+:12]2[CH:17]=[CH:16][C:15]([NH2:19])=[CH:14][N:13]=2)[CH:11]=[CH:10][CH:9]=[CH:8][CH:7]=1 |f:0.1,2.3,7.8|. Reported procedure: 20.3 parts of 1-phenyl-4-amino-6-chloropyridazinium perchlorate, 200 parts of water, 10parts of sodium bicarbonate and about 5 parts of Raney nickel are stirred for about three hours and in an autoclave at 20° to 25° C and a hydrogen pressure of 200 atmospheres gauge. The reaction solution is filtered from catalyst and evaporated. The crystalline residue is washed with a little water. 15.6 parts (86.7% of theory) of 1-phenyl-4-aminopyridazinium perchlorate is obtained; C10H10O4N3Cl, melting poin...